Dataset: the Open Reaction Database (ORD), a public repository of structured organic reaction records. Task: describe an organic reaction: reactants, conditions, products, and yield Reactants: COC(C(NC(C(C)C)=O)SCC1=CC=CC=C1)=O (2-Benzylthio-2-methylpropionylglycine methyl ester), resultant mixture. Solvent: CO (methanol), [OH-].[Na+] (sodium hydroxide). Run at temperature 0 celsius. Product: C(C1=CC=CC=C1)SC(NC(C(C)C)=O)C(=O)O (2-Benzylthio-2-methylpropionylglycine). The yield is 94.2%. Reaction SMILES: C[O:2][C:3](=[O:19])[CH:4]([S:11][CH2:12][C:13]1[CH:18]=[CH:17][CH:16]=[CH:15][CH:14]=1)[NH:5][C:6](=[O:10])[CH:7]([CH3:9])[CH3:8]>CO.[OH-].[Na+]>[CH2:12]([S:11][CH:4]([C:3]([OH:19])=[O:2])[NH:5][C:6](=[O:10])[CH:7]([CH3:9])[CH3:8])[C:13]1[CH:14]=[CH:15][CH:16]=[CH:17][CH:18]=1 |f:2.3|. Procedure: To a solution of Compound (3) (128.6 g; 458 mmol) in methanol (1400 ml), 1N aqueous sodium hydroxide (504 ml) was dropwise added while cooling at 0° C., and the resultant mixture was stirred at the same temperature for 1 hour and at room temperature for 3 hours, followed by concentration. The residue was diluted with a slight amount of water and washed with ether three times. The aqueous layer was collected, adjusted to pH 3 with 5% aqueous citric acid while cooling and extracted with ethyl acet... The reactants are FC1=CC=C(C=C1)C1=NOC(=C1)C(CC=O)C (3-[3-(4-fluorophenyl)isoxazol-5-yl]butanal), C(C1=CC=CC=C1)N1CCCCC1 (1-benzylpiperidine), [BH-](OC(=O)C)(OC(=O)C)OC(=O)C.[Na+] (NaBH(OAc)3), C1(=CC=CC=C1)N1CCNCC1 (1-phenylpiperazine). The solvent is C(Cl)Cl (methylene chloride). Yields the product FC1=CC=C(C=C1)C1=NOC(=C1)CCCCN1CCN(CC1)CC1=CC=CC=C1 (3-(4-Fluorophenyl)-5-{4-[4-benzylpiperazinyl]butyl}isoxazole). The yield is 120.2%. As a reaction SMILES: [F:1][C:2]1[CH:7]=[CH:6][C:5]([C:8]2[CH:12]=[C:11]([CH:13](C)[CH2:14][CH:15]=O)[O:10][N:9]=2)=[CH:4][CH:3]=1.[CH2:18]([N:25]1[CH2:30][CH2:29]C[CH2:27][CH2:26]1)[C:19]1[CH:24]=[CH:23][CH:22]=[CH:21][CH:20]=1.[BH-](OC(C)=O)(OC(C)=O)OC(C)=O.[Na+].[C:45]1([N:51]2CCNCC2)C=CC=CC=1>C(Cl)Cl>[F:1][C:2]1[CH:3]=[CH:4][C:5]([C:8]2[CH:12]=[C:11]([CH2:13][CH2:14][CH2:15][CH2:45][N:51]3[CH2:29][CH2:30][N:25]([CH2:18][C:19]4[CH:24]=[CH:23][CH:22]=[CH:21][CH:20]=4)[CH2:26][CH2:27]3)[O:10][N:9]=2)=[CH:6][CH:7]=1 |f:2.3|. Reported procedure: About 2 min after dissolving 3-[3-(4-fluorophenyl)isoxazol-5-yl]butanal (25 mg, 0.104 mmol) and 1-benzylpiperidine (37.2, 0.214 mmol) in 2 mL of dry methylene chloride, were added NaBH(OAc)3 (136 mg, 0.642 mmol), cold acetic acid (14.7, 0.257 mmol) and molecular sieves (5 beads). The reaction mixture was reacted for 1.5 hr and followed the same processes as in Example 1 to obtain 49.2 mg (58.4%) of the target compound. Reactants: COC1=C(C=CC=C1)NC(CNCC1=CC=CC=C1)=O (N-(2-methoxyphenyl)-2-[(phenylmethyl)amino]acetamide), [H-].[Al+3].[Li+].[H-].[H-].[H-] (lithium aluminum hydride). The product is COC1=C(C=CC=C1)NCCNCC1=CC=CC=C1 (N-(2-Methoxyphenyl)-N'-(phenylmethyl)-1,2-ethanediamine). RXN SMILES: [CH3:1][O:2][C:3]1[CH:8]=[CH:7][CH:6]=[CH:5][C:4]=1[NH:9][C:10](=O)[CH2:11][NH:12][CH2:13][C:14]1[CH:19]=[CH:18][CH:17]=[CH:16][CH:15]=1.[H-].[Al+3].[Li+].[H-].[H-].[H-]>>[CH3:1][O:2][C:3]1[CH:8]=[CH:7][CH:6]=[CH:5][C:4]=1[NH:9][CH2:10][CH2:11][NH:12][CH2:13][C:14]1[CH:19]=[CH:18][CH:17]=[CH:16][CH:15]=1 |f:1.2.3.4.5.6|. Procedure: In a manner similar to Preparation 2, react N-(2-methoxyphenyl)-2-[(phenylmethyl)amino]acetamide (0.31 g, 1.1 mmol) with lithium aluminum hydride (0.09 g, 2.4 mmol) to obtain the title compound. Procedure: To a solution of 2-(2-oxoimidazolidin-1-yl)isonicotinate (10.00 g, 45.20 mmol) in N,N-dimethylformamide (300 mL) was added sodium hydride (60% dispersion in mineral oil, 1.90 g, 45.20 mmol) at 0° C. The resulting solution was stirred for 30 minutes at 0° C., followed by the addition of 1-(bromomethyl)-4-fluorobenzene (8.54 g, 45.20 mmol). The reaction mixture was warmed to ambient temperature, stirred for 17 hours and concentrated in vacuo to dryness. The residue was purified by column chromatog... As a reaction SMILES: [O:1]=[C:2]1[NH:6][CH2:5][CH2:4][N:3]1[C:7]1[CH:8]=[C:9]([CH:13]=[CH:14][N:15]=1)[C:10]([O-:12])=[O:11].[H-].[Na+].Br[CH2:19][C:20]1[CH:25]=[CH:24][C:23]([F:26])=[CH:22][CH:21]=1.[CH3:27]N(C)C=O>>[F:26][C:23]1[CH:24]=[CH:25][C:20]([CH2:19][N:6]2[CH2:5][CH2:4][N:3]([C:7]3[CH:8]=[C:9]([CH:13]=[CH:14][N:15]=3)[C:10]([O:12][CH3:27])=[O:11])[C:2]2=[O:1])=[CH:21][CH:22]=1 |f:1.2|. Product: FC1=CC=C(CN2C(N(CC2)C=2C=C(C(=O)OC)C=CN2)=O)C=C1 (methyl 2-(3-(4-fluorobenzyl)-2-oxoimidazolidin-1-yl)isonicotinate). The reactants are O=C1N(CCN1)C=1C=C(C(=O)[O-])C=CN1 (2-(2-oxoimidazolidin-1-yl)isonicotinate), [H-].[Na+] (sodium hydride), CN(C=O)C (N,N-dimethylformamide), BrCC1=CC=C(C=C1)F (1-(bromomethyl)-4-fluorobenzene). Run at temperature 0 celsius, time 30 minute. Yield: 67.0%. The reactants are CO, ClCCl, [I-], [K+], O=N[O-], Nc1ccc2c(c1)C1CC2CN(C(=O)C(F)(F)F)C1, [Na+], O, O=S(=O)(O)O. Product: O=C(N1CC2CC(C1)c1cc(I)ccc12)C(F)(F)F. RXN SMILES: [CH3:26][OH:27].[Cl:28][CH2:29][Cl:30].[I-:25].[K+:24].[N:20]([O-:21])=[O:22].[NH2:1][c:2]1[cH:3][c:4]2[c:10]([cH:11][cH:12]1)[CH:9]1[CH2:8][N:7]([C:14]([C:15]([F:16])([F:17])[F:18])=[O:19])[CH2:6][CH:5]2[CH2:13]1.[Na+:23].[OH2:31].[S:32](=[O:33])(=[O:34])([OH:35])[OH:36]>>[c:2]1([I:25])[cH:3][c:4]2[c:10]([cH:11][cH:12]1)[CH:9]1[CH2:8][N:7]([C:14]([C:15]([F:16])([F:17])[F:18])=[O:19])[CH2:6][CH:5]2[CH2:13]1.